From a dataset of the Open Reaction Database (ORD), a public repository of structured organic reaction records. describe an organic reaction: reactants, conditions, products, and yield Starting materials: NC=1SC=C(N1)/C(/C(=O)NC1[C@@H]2N(C(=C(CS2)CC2OCCCC2)C(=S)[O-])C1=O)=N/O.[Na+] (Sodium 7-[(Z)-2-(2-aminothiazol-4-yl)-2-hydroxyiminoacetamido]-3-(tetrahydropyran-2-yl)methylthio-3-cephem-4-carboxylate), C(C(C)(C)C)(=O)OCI (iodomethyl pivalate). The product is NC=1SC=C(N1)/C(/C(=O)NC1[C@@H]2N(C(=C(CS2)CC2OCCCC2)C(=S)OCOC(C(C)(C)C)=O)C1=O)=N/O (pivaloyloxymethyl 7-[(Z)-2-(2-aminothiazol-4-yl)-2-hydroxyiminoacetamido]-3-(tetrahydropyran-2-yl)methylthio-3-cephem-4-carboxylate). Isolated yield 62.5%. RXN SMILES: [NH2:1][C:2]1[S:3][CH:4]=[C:5](/[C:7](=[N:30]/[OH:31])/[C:8]([NH:10][CH:11]2[C:28](=[O:29])[N:13]3[C:14]([C:25]([O-:27])=[S:26])=[C:15]([CH2:18][CH:19]4[CH2:24][CH2:23][CH2:22][CH2:21][O:20]4)[CH2:16][S:17][C@H:12]23)=[O:9])[N:6]=1.[Na+].[C:33]([O:39][CH2:40]I)(=[O:38])[C:34]([CH3:37])([CH3:36])[CH3:35]>>[NH2:1][C:2]1[S:3][CH:4]=[C:5](/[C:7](=[N:30]/[OH:31])/[C:8]([NH:10][CH:11]2[C:28](=[O:29])[N:13]3[C:14]([C:25]([O:27][CH2:40][O:39][C:33](=[O:38])[C:34]([CH3:37])([CH3:36])[CH3:35])=[S:26])=[C:15]([CH2:18][CH:19]4[CH2:24][CH2:23][CH2:22][CH2:21][O:20]4)[CH2:16][S:17][C@H:12]23)=[O:9])[N:6]=1 |f:0.1|. Reported procedure: Sodium 7-[(Z)-2-(2-aminothiazol-4-yl)-2-hydroxyiminoacetamido]-3-(tetrahydropyran-2-yl)methylthio-3-cephem-4-carboxylate (65 mg) was reacted with iodomethyl pivalate (46 mg) in accordance with the procedure of Example 4. The crude reaction product was purified by a column chromatography on a silica gel column (12 g) with elution using chloroform-methanol (10:1 by volume) as eluent to collect fractions containing the titled compound. The fractions so collected were concentrated to a small volume,... The reactants are BrC=1C(=NNC1Br)C (4,5 -dibromo-3-methylpyrazole), BrC(C(=O)OCC)C (ethyl 2-bromopropionate), CC(=O)C (acetone), C([O-])([O-])=O.[K+].[K+] (potassium carbonate). Solvent: CCCCCC (hexane). Run at time 15 minute. Product: BrC1=NN(C(=C1Br)C)C(C(=O)OCC)C (ethyl 3,4 -dibromo-α, 5-dimethylpyrazole-1-acetate). Yield: 75.0%. As a reaction SMILES: [Br:1][C:2]1[C:3]([CH3:8])=[N:4][NH:5][C:6]=1[Br:7].CC(C)=O.C(=O)([O-])[O-].[K+].[K+].Br[CH:20]([CH3:26])[C:21]([O:23][CH2:24][CH3:25])=[O:22]>CCCCCC>[Br:7][C:6]1[C:2]([Br:1])=[C:3]([CH3:8])[N:4]([CH:20]([CH3:26])[C:21]([O:23][CH2:24][CH3:25])=[O:22])[N:5]=1 |f:2.3.4|. Procedure: A reaction mixture consisting of a solution of 13.7 g. (0.057 mole) 4,5 -dibromo-3-methylpyrazole in 200 ml. acetone and 15.7 g. (0.114 mole) anhydrous potassium carbonate was heated at the reflux temperature with continuous stirring for 15 minutes. After cooling, 10.4 g. (0.06 mole) ethyl 2-bromopropionate was added. This reaction mixture was then heated at the reflux temperature for 2.5 hours. It was cooled and filtered. The acetone was then removed by evaporation under reduced pressure, and t... Reactants: N1C=NC(=C1)CCCNC(=N)N[C@H](CSCC=1N=CNC1C)C ((S)-(+)-N-[3-(imidazol-4-yl)propyl]-N'-[1-[(5-methyl-imidazol 4-yl)methylthio]-2-propyl]-guanidine), 9, C(#N)NC(=N)N (cyanoguanidine), [Cl-].[NH4+] (ammonium chloride). The product is Cl.Cl.Cl.N1C=NC(=C1)CCCNC(=N)N[C@H](CSCC=1N=CNC1C)C ((S)-(+)-N-[3-(imidazol-4-yl)propyl]-N'-[1-[(5-methylimidazol-4-yl)methylthio]-2-propyl]-guanidine trihydrochloride). As a reaction SMILES: [NH:1]1[CH:5]=[C:4]([CH2:6][CH2:7][CH2:8][NH:9][C:10]([NH:12][C@@H:13]([CH3:23])[CH2:14][S:15][CH2:16][C:17]2[N:18]=[CH:19][NH:20][C:21]=2[CH3:22])=[NH:11])[N:3]=[CH:2]1.C(NC(N)=N)#N.[Cl-:30].[NH4+]>>[ClH:30].[ClH:30].[ClH:30].[NH:1]1[CH:5]=[C:4]([CH2:6][CH2:7][CH2:8][NH:9][C:10]([NH:12][C@@H:13]([CH3:23])[CH2:14][S:15][CH2:16][C:17]2[N:18]=[CH:19][NH:20][C:21]=2[CH3:22])=[NH:11])[N:3]=[CH:2]1 |f:2.3,4.5.6.7|. Procedure: (S)-(+)-N-[3-(imidazol-4-yl)propyl]-N'-[1-[(5-methyl-imidazol 4-yl)methylthio]-2-propyl]-guanidine ##STR101## prepared by a method analogous to that of Example 39 from 0.58 9 (1.6 mmol) of the previously prepared cyanoguanidine. 0.8 g of a hygroscopic foam composed of equimolar quantities of ammonium chloride and (S)-(+)-N-[3-(imidazol-4-yl)propyl]-N'-[1-[(5-methylimidazol-4-yl)methylthio]-2-propyl]-guanidine trihydrochloride is obtained as residue. Starting materials: CN(C)CCCl, Cl, O=c1[nH]ncc2cc(C=Cc3ccc(O)cc3)ccc12. The product is Cl, CN(C)CCn1ncc2cc(C=Cc3ccc(O)cc3)ccc2c1=O. As a reaction SMILES: [CH3:22][N:23]([CH2:24][CH2:25][Cl:26])[CH3:27].[ClH:21].[OH:1][c:2]1[cH:3][cH:4][c:5]([CH:8]=[CH:9][c:10]2[cH:11][c:12]3[cH:13][n:14][nH:15][c:16](=[O:20])[c:17]3[cH:18][cH:19]2)[cH:6][cH:7]1>>[ClH:26].[OH:1][c:2]1[cH:3][cH:4][c:5]([CH:8]=[CH:9][c:10]2[cH:11][c:12]3[cH:13][n:14][n:15]([CH2:25][CH2:24][N:23]([CH3:22])[CH3:27])[c:16](=[O:20])[c:17]3[cH:18][cH:19]2)[cH:6][cH:7]1. Reactants: P(Cl)(Cl)(Cl)(Cl)Cl (phosphorus pentachloride), ClC1=CC2=C(N=C(N2)S(=O)(=O)O)C=C1Cl (5,6-dichlorobenzimidazole-2-sulfonic acid), three. The solvent is P(=O)(Cl)(Cl)Cl (phosphorus oxychloride). Conditions: temperature 25 celsius, time 18 hour. Product: ClC=1NC2=C(N1)C=C(C(=C2)Cl)Cl (2,5,6-Trichlorobenzimidazole). The yield is 72.0%. As a reaction SMILES: P(Cl)(Cl)(Cl)(Cl)[Cl:2].[Cl:7][C:8]1[C:20]([Cl:21])=[CH:19][C:11]2[N:12]=[C:13](S(O)(=O)=O)[NH:14][C:10]=2[CH:9]=1>P(Cl)(Cl)(Cl)=O>[Cl:2][C:13]1[NH:14][C:10]2[CH:9]=[C:8]([Cl:7])[C:20]([Cl:21])=[CH:19][C:11]=2[N:12]=1. Reported procedure: A modified procedure of Balli and Kersting procedure described in Balli, H. et al., Justis Liebigs Am. Chem. 1:647 (1961), was followed. A one liter three neck roundbottom flask was fitted with an over head stirrer and a reflux condenser connected to a gas scrubber. To the flask was added in order, phosphorus oxychloride (80 mL), phosphorus pentachloride (104.0 g, 0.5M) and 5,6-dichlorobenzimidazole-2-sulfonic acid (9) (66.8 g, 0.25M). The resulting mixture was carefully heated until an exotherm... The reactants are CC1(SCCN1)C (2,2-dimethyl thiazolidine), C1=CC=CC=C1 (benzene), BrC(C(=O)Cl)Br (dibromoacetyl chloride). The solvent is C(C)N(CC)CC (triethylamine). The product is CC1(SCCN1C(C(Br)Br)=O)C (2,2-dimethyl-3-dibromoacetyl thiazolidine). RXN SMILES: [CH3:1][C:2]1([CH3:7])[NH:6][CH2:5][CH2:4][S:3]1.C1C=CC=CC=1.[Br:14][CH:15]([Br:19])[C:16](Cl)=[O:17]>C(N(CC)CC)C>[CH3:1][C:2]1([CH3:7])[N:6]([C:16](=[O:17])[CH:15]([Br:19])[Br:14])[CH2:5][CH2:4][S:3]1. Reported procedure: To a mixture of 3.5 g. of 2,2-dimethyl thiazolidine, 50 ml. of benzene and 7.1 g. of dibromoacetyl chloride mixed in an ice bath was added 3.1 g. of triethylamine dropwise with stirring and continued cooling. When reaction was complete, the mixture was poured into watwer and the benzene layer separated, dried over magnesium sulfate and the benzene removed under vacuum. Yield was 8.5 g. of a dark oil. The reactants are CCOC(=O)CC(=O)[O-], [Li]CCCC, [Cl-], O=C(Cl)c1cc(F)c(F)c(F)c1F, C1CCOC1. Yields the product CCOC(=O)CC(=O)c1cc(F)c(F)c(F)c1F. Reaction SMILES: [C:1]([CH2:2][C:3](=[O:4])[O-:5])(=[O:6])[O:7][CH2:8][CH3:9].[CH2:10]([Li:11])[CH2:12][CH2:13][CH3:14].[Cl-:15].[F:16][c:17]1[c:18]([C:19]([Cl:20])=[O:21])[cH:22][c:23]([F:28])[c:24]([F:27])[c:25]1[F:26].[O:29]1[CH2:30][CH2:31][CH2:32][CH2:33]1>>[C:1]([CH2:2][C:3](=[O:5])[c:18]1[c:17]([F:16])[c:25]([F:26])[c:24]([F:27])[c:23]([F:28])[cH:22]1)(=[O:6])[O:7][CH2:8][CH3:9]. The reactants are [BH4-], CC(C)COC(=O)Cl, C1CCOC1, O=C(O)c1ccc(-n2ncc3c(=O)n(-c4ccc(Cl)cc4)c(-c4ccc(Cl)cc4Cl)nc32)cc1, [Na+], O. Product: O=c1c2cnn(-c3ccc(CO)cc3)c2nc(-c2ccc(Cl)cc2Cl)n1-c1ccc(Cl)cc1. As a reaction SMILES: [BH4-:43].[CH2:35]([O:36][C:37]([Cl:38])=[O:39])[CH:40]([CH3:41])[CH3:42].[CH2:45]1[O:46][CH2:47][CH2:48][CH2:49]1.[Cl:1][c:2]1[cH:3][cH:4][c:5](-[n:8]2[c:9](-[c:27]3[c:28]([Cl:34])[cH:29][c:30]([Cl:33])[cH:31][cH:32]3)[n:10][c:11]3[c:12]([c:13]2=[O:14])[cH:15][n:16][n:17]3-[c:18]2[cH:19][cH:20][c:21]([C:22](=[O:23])[OH:24])[cH:25][cH:26]2)[cH:6][cH:7]1.[Na+:44].[OH2:50]>>[Cl:1][c:2]1[cH:3][cH:4][c:5](-[n:8]2[c:9](-[c:27]3[c:28]([Cl:34])[cH:29][c:30]([Cl:33])[cH:31][cH:32]3)[n:10][c:11]3[c:12]([c:13]2=[O:14])[cH:15][n:16][n:17]3-[c:18]2[cH:19][cH:20][c:21]([CH2:22][OH:23])[cH:25][cH:26]2)[cH:6][cH:7]1.